Dataset: the Open Reaction Database (ORD), a public repository of structured organic reaction records. Task: describe an organic reaction: reactants, conditions, products, and yield Starting materials: [Cl-].[NH4+] (ammonium chloride), C(=O)CCC1=C(C2=CC=CC=C2C(=C1)OC)OC1OCCCC1 (2-(2-formylethyl)-4-methoxy-1-[(tetrahydro-2H-pyran-2-yl)oxy]naphthalene), S([O-])(O)(=O)=O.[Na+] (sodium bisulfate). Run in O1CCCC1 (tetrahydrofuran). Run at time 30 minute. Yields the product COC1=CC(=C(C2=CC=CC=C12)OC1OCCCC1)CCC=COC ((3EZ)-4-Methoxy-2-(4-methoxy-3-butenyl)-1-[(tetrahydro-2H-pyran-2-yl)oxy]-naphthalene). The yield is 260.7%. RXN SMILES: C([CH2:3][CH2:4][C:5]1[CH:14]=[C:13]([O:15][CH3:16])[C:12]2[C:7](=[CH:8][CH:9]=[CH:10][CH:11]=2)[C:6]=1[O:17][CH:18]1[CH2:23][CH2:22][CH2:21][CH2:20][O:19]1)=O.[Cl-].[NH4+].S(=O)(=O)(O)[O-].[Na+]>O1CCCC1>[CH3:16][O:15][C:13]1[C:12]2[C:7](=[CH:8][CH:9]=[CH:10][CH:11]=2)[C:6]([O:17][CH:18]2[CH2:23][CH2:22][CH2:21][CH2:20][O:19]2)=[C:5]([CH2:4][CH2:3][CH:12]=[CH:13][O:15][CH3:16])[CH:14]=1 |f:1.2,3.4|. Procedure details: A 50 ml oven-dried 2-necked (14/20) round bottom flask, equipped with magnetic stirring bar, nitrogen inlet and serum cap is charged with methoxymethyltriphenylphosphonium chloride (90%) (2.5 g). This material is suspended in 10 ml tetrahydrofuran and the resulting mixture is placed under a nitrogen atmosphere and cooled to 0°-5° C. n-Butyllithium reagent (1.65M in hexane, 4.0 ml) is added dropwise to the stirred mixture via syringe over 2-3 min. The solids gradually dissolve to give a deep red ... Starting materials: O=C(Cl)C1CC1, Cn1nc(-c2ccc(Cl)c(N)c2)c(Cl)c1OC(F)F, C1CCOC1, c1ccncc1. Product: Cn1nc(-c2ccc(Cl)c(NC(=O)C3CC3)c2)c(Cl)c1OC(F)F. RXN SMILES: [CH:7]1([C:10](=[O:11])[Cl:12])[CH2:8][CH2:9]1.[NH2:13][c:14]1[cH:15][c:16](-[c:21]2[n:22][n:23]([CH3:31])[c:24]([O:27][CH:28]([F:29])[F:30])[c:25]2[Cl:26])[cH:17][cH:18][c:19]1[Cl:20].[O:32]1[CH2:33][CH2:34][CH2:35][CH2:36]1.[cH:1]1[cH:2][cH:3][n:4][cH:5][cH:6]1>>[CH:7]1([C:10](=[O:11])[NH:13][c:14]2[cH:15][c:16](-[c:21]3[n:22][n:23]([CH3:31])[c:24]([O:27][CH:28]([F:29])[F:30])[c:25]3[Cl:26])[cH:17][cH:18][c:19]2[Cl:20])[CH2:8][CH2:9]1. Procedure details: A solution of 1-(3,4-methylenedioxyphenyl)-2,3,4,9-tetrahydro-1H-β-carboline (2.92 g, 10 mmol) (prepared according to the process as disclosed in WO97/43287, Intermediate 7, page 24), 4-picolylchloride hydrochloride (1.64 g, 10 mmol) and DBU (3.1 g, 20 mmol) in DMF (50 mL) was stirred at room temperature for 16 h. Water (100 mL) and ethyl acetate (100 mL) were added to the reaction mixture. The solute, present in the organic phase, was purified by column chromatography (silica gel, ethyl acetate... Reactants: C1OC=2C=C(C=CC2O1)C1NCCC=2C3=CC=CC=C3NC12 (1-(3,4-methylenedioxyphenyl)-2,3,4,9-tetrahydro-1H-β-carboline), C1CCC2=NCCCN2CC1 (DBU), O (Water), Intermediate 7, Cl.N1=CC=C(C=C1)CCl (4-picolylchloride hydrochloride). Solvent: C(C)(=O)OCC (ethyl acetate), CN(C)C=O (DMF). Conditions: time 16 hour. Product: C1OC=2C=C(C=CC2O1)C1N(CCC=2C3=CC=CC=C3NC12)CC1=CC=NC=C1 (1-(3,4-Methylenedioxyphenyl)-2-(pyridin-4-yl)methyl-2,3,4,9-tetrahydro-1H-β-carboline). As a reaction SMILES: [CH2:1]1[O:9][C:8]2[CH:7]=[CH:6][C:5]([CH:10]3[C:22]4[NH:21][C:20]5[C:15](=[CH:16][CH:17]=[CH:18][CH:19]=5)[C:14]=4[CH2:13][CH2:12][NH:11]3)=[CH:4][C:3]=2[O:2]1.Cl.[N:24]1[CH:29]=[CH:28][C:27]([CH2:30]Cl)=[CH:26][CH:25]=1.C1CCN2C(=NCCC2)CC1.O>CN(C=O)C.C(OCC)(=O)C>[CH2:1]1[O:9][C:8]2[CH:7]=[CH:6][C:5]([CH:10]3[C:22]4[NH:21][C:20]5[C:15](=[CH:16][CH:17]=[CH:18][CH:19]=5)[C:14]=4[CH2:13][CH2:12][N:11]3[CH2:30][C:27]3[CH:28]=[CH:29][N:24]=[CH:25][CH:26]=3)=[CH:4][C:3]=2[O:2]1 |f:1.2|. Reactants: [H-].[Na+] (sodium hydride), C(C)(=O)O (acetic acid), ClC1=C(C(=O)OCC)C=C(C=C1)N1C(NC2=C(C1=O)CCC2)=O (ethyl 2-chloro-5-(1,2,4,5,6,7-hexahydro-2,4-dioxo-3H-cyclopenta[d]pyrimidin-3-yl)-benzoate), CI (methyl iodide). Run in COCCOC (1,2-dimethoxyethane), COCCOC (1,2-dimethoxyethane). Run at time 1 hour. The product is ClC1=C(C(=O)OCC)C=C(C=C1)N1C(N(C2=C(C1=O)CCC2)C)=O (ethyl 2-chloro-5-(1,2,4,5,6,7-hexahydro-1-methyl-2,4-dioxo-3H-cyclopenta[d] pyrimidin-3-yl)-benzoate). As a reaction SMILES: [Cl:1][C:2]1[CH:12]=[CH:11][C:10]([N:13]2[C:18](=[O:19])[C:17]3[CH2:20][CH2:21][CH2:22][C:16]=3[NH:15][C:14]2=[O:23])=[CH:9][C:3]=1[C:4]([O:6][CH2:7][CH3:8])=[O:5].[H-].[Na+].CI.[C:28](O)(=O)C>COCCOC>[Cl:1][C:2]1[CH:12]=[CH:11][C:10]([N:13]2[C:18](=[O:19])[C:17]3[CH2:20][CH2:21][CH2:22][C:16]=3[N:15]([CH3:28])[C:14]2=[O:23])=[CH:9][C:3]=1[C:4]([O:6][CH2:7][CH3:8])=[O:5] |f:1.2|. Procedure details: A solution of 50.2 g of ethyl 2-chloro-5-(1,2,4,5,6,7-hexahydro-2,4-dioxo-3H-cyclopenta[d]pyrimidin-3-yl)-benzoate in 300 ml of absolute 1,2-dimethoxyethane is added dropwise while stirring at 20° C. during 10 minutes to a suspension of 3.6 g of sodium hydride in 100 ml of absolute 1,2-dimethoxyethane. The reaction mixture is stirred for 1 hour, treated with 21.3 g of methyl iodide and stirred for a further 2 hours. The mixture is subsequently rendered neutral with 0.5 ml of acetic acid and evap... The reactants are C[Si](CCOCCl)(C)C (2-(trimethylsilyl)ethoxymethyl chloride), [H-].[Na+] (Sodium hydride), CC=1C=C(C=CC1)C1=C(N=C(N1)C(F)(F)F)C1=CC=C(C=C1)S(=O)(=O)C (5-(3-Methylphenyl)-4-[4-(methylsulfonyl)phenyl]-2-(trifluoromethyl)-1H-imidazole), CN(C=O)C (N,N-dimethyformamide). Run in CCCCCC (hexane). Run at time 15 minute. The product is CC=1C=C(C=CC1)C1=C(N=C(N1COCC[Si](C)(C)C)C(F)(F)F)C1=CC=C(C=C1)S(=O)(=O)C (5-(3-Methylphenyl)-4-[4-(methylsulfonyl)phenyl]-2-(trifluoromethyl)-1-[(2-trimethylsilylethoxy)methyl]-1H-imidazole). The yield is 79.5%. Reaction SMILES: [H-].[Na+].CN(C)C=O.[CH3:8][C:9]1[CH:10]=[C:11]([C:15]2[NH:19][C:18]([C:20]([F:23])([F:22])[F:21])=[N:17][C:16]=2[C:24]2[CH:29]=[CH:28][C:27]([S:30]([CH3:33])(=[O:32])=[O:31])=[CH:26][CH:25]=2)[CH:12]=[CH:13][CH:14]=1.[CH3:34][Si:35]([CH3:42])([CH3:41])[CH2:36][CH2:37][O:38][CH2:39]Cl>CCCCCC>[CH3:8][C:9]1[CH:10]=[C:11]([C:15]2[N:19]([CH2:39][O:38][CH2:37][CH2:36][Si:35]([CH3:42])([CH3:41])[CH3:34])[C:18]([C:20]([F:22])([F:23])[F:21])=[N:17][C:16]=2[C:24]2[CH:29]=[CH:28][C:27]([S:30]([CH3:33])(=[O:32])=[O:31])=[CH:26][CH:25]=2)[CH:12]=[CH:13][CH:14]=1 |f:0.1|. Reported procedure: Sodium hydride (60% in oil, 1.06 mmol, 42 mg) was washed with hexane (ca 2×1 ml), then covered with N,N-dimethyformamide (2.1 ml). 5-(3-Methylphenyl)-4-[4-(methylsulfonyl)phenyl]-2-trifluoromethyl-1H-imidazole (Example 59) (0.70 mmol, 268 mg) was added, with stirring. After 15 minutes, 2-(trimethylsilyl)ethoxymethyl chloride (SEM-Cl) (1.06 mmol, 0.19 ml) was added and the mixture was stirred overnight. The reaction was quenched with saturated ammonium chloride (ca. 4 drops), and concentrated in ...